Dataset: the Open Reaction Database (ORD), a public repository of structured organic reaction records. Task: describe an organic reaction: reactants, conditions, products, and yield Reactants: ClC1=CC=C2C(=C1)NC(C21C(NC(CC1C1=CC(=CC=C1)Cl)=O)C1=CCCC1)=O (racemic (2′R,3R,4′S)-6-chloro-4′-(3-chlorophenyl)-2′-(cyclopent-1-enyl)spiro[3H-indole-3,3′-piperidine]-2,6′(1H)-dione). Reagents/catalysts: [Pt]=O (platinum oxide). Solvent: C(C)(=O)OCC (ethyl acetate). Product: ClC1=CC=C2C(=C1)NC(C21C(NC(CC1C1=CC(=CC=C1)Cl)=O)C1CCCC1)=O (racemic (2′R,3R,4′S)-6-chloro-4′-(3-chlorophenyl)-2′-cyclopentylspiro[3H-indole-3,3′-piperidine]-2,6′(1H)-dione). The yield is 31.4%. As a reaction SMILES: [Cl:1][C:2]1[CH:7]=[C:6]2[NH:8][C:9](=[O:29])[C:10]3([CH:15]([C:16]4[CH:21]=[CH:20][CH:19]=[C:18]([Cl:22])[CH:17]=4)[CH2:14][C:13](=[O:23])[NH:12][CH:11]3[C:24]3[CH2:28][CH2:27][CH2:26][CH:25]=3)[C:5]2=[CH:4][CH:3]=1>C(OCC)(=O)C.[Pt]=O>[Cl:1][C:2]1[CH:7]=[C:6]2[NH:8][C:9](=[O:29])[C:10]3([CH:15]([C:16]4[CH:21]=[CH:20][CH:19]=[C:18]([Cl:22])[CH:17]=4)[CH2:14][C:13](=[O:23])[NH:12][CH:11]3[CH:24]3[CH2:28][CH2:27][CH2:26][CH2:25]3)[C:5]2=[CH:4][CH:3]=1. Reported procedure: In a manner similar to the method described in example 72, racemic (2′R,3R,4′S)-6-chloro-4′-(3-chlorophenyl)-2′-(cyclopent-1-enyl)spiro[3H-indole-3,3′-piperidine]-2,6′(1H)-dione (0.1 g, 0.23 mmol) prepared in example 77c was treated with platinum oxide in ethyl acetate under hydrogen (50 psi) to give racemic (2′R,3R,4′S)-6-chloro-4′-(3-chlorophenyl)-2′-cyclopentylspiro[3H-indole-3,3′-piperidine]-2,6′(1H)-dione as a white solid (0.031 g, 31%).